This data is from the Open Reaction Database (ORD), a public repository of structured organic reaction records. The task is: describe an organic reaction: reactants, conditions, products, and yield The reactants are ClC=1C=C(N)C=C(C1)Cl (3,5-Dichloroaniline), COC(=O)C#CC(=O)OC (dimethylacetylene dicarboxylate), C(C)OCC (diethyl ether). The solvent is CO (methanol). Yields the product COC(C(CC(=O)OC)NC1=CC(=CC(=C1)Cl)Cl)=O (Methyl-2-(3,5-dichlorophenylamino)-3-methoxycarbonylpropionate). RXN SMILES: [Cl:1][C:2]1[CH:3]=[C:4]([CH:6]=[C:7]([Cl:9])[CH:8]=1)[NH2:5].[CH3:10][O:11][C:12]([C:14]#[C:15][C:16]([O:18][CH3:19])=[O:17])=[O:13].C(OCC)C>CO>[CH3:10][O:11][C:12](=[O:13])[CH:14]([NH:5][C:4]1[CH:3]=[C:2]([Cl:1])[CH:8]=[C:7]([Cl:9])[CH:6]=1)[CH2:15][C:16]([O:18][CH3:19])=[O:17]. Procedure details: 3,5-Dichloroaniline (104 g) and dimethylacetylene dicarboxylate (79 ml) were dissolved in dry methanol (100 ml) and heated under reflux for 14 h. On cooling a yellow solid crystallised out and this was collected by filtration. The mother liquors were concentrated in vacuo to leave a residue from which a second crop of product was obtained by recrystallisation from diethyl ether/60-80 petrol. The combined crops of material weighed 167.5 g (after drying at 40° C. under a pressure of 20 mmHg for 18... Reactants: Br, OCC1CC1, Cc1cc(Cl)nn2c(N)nnc12, [H-], [Na+], CN(C)C=O. Yields the product Cc1cc(OCC2CC2)nn2c(N)nnc12. RXN SMILES: [BrH:8].[CH:1]1([CH2:4][OH:5])[CH2:2][CH2:3]1.[Cl:9][c:10]1[cH:11][c:12]([CH3:20])[c:13]2[n:14]([n:15]1)[c:16]([NH2:19])[n:17][n:18]2.[H-:6].[Na+:7].[O:21]=[CH:22][N:23]([CH3:24])[CH3:25]>>[CH:1]1([CH2:4][O:5][c:10]2[cH:11][c:12]([CH3:20])[c:13]3[n:14]([n:15]2)[c:16]([NH2:19])[n:17][n:18]3)[CH2:2][CH2:3]1.